From a dataset of the Open Reaction Database (ORD), a public repository of structured organic reaction records. describe an organic reaction: reactants, conditions, products, and yield Reactants: CSc1c[nH]c2ccccc12, CO, [Cl-], [K+], [K+], [Na+], O, O=S(=O)([O-])OOS(=O)(=O)[O-]. The product is CS(=O)c1c[nH]c2ccccc12. Reaction SMILES: [CH3:13][S:14][c:15]1[cH:16][nH:17][c:18]2[cH:19][cH:20][cH:21][cH:22][c:23]12.[CH3:27][OH:28].[Cl-:25].[K+:11].[K+:12].[Na+:24].[OH2:26].[S:1](=[O:2])([O:3][O:4][S:5]([O-:6])(=[O:7])=[O:8])([O-:9])=[O:10]>>[O:2]=[S:14]([CH3:13])[c:15]1[cH:16][nH:17][c:18]2[cH:19][cH:20][cH:21][cH:22][c:23]12. Reactants: ClC1=CC=C(C=C1)C1=C(C=NO1)C(=O)O (5-(4-chlorophenyl)isoxazole-4-carboxylic acid), ON1N=NC2=C1C=CC=C2 (1-hydroxybenzotriazole), Cl.C(C)N=C=NCCCN(C)C (1-ethyl-3-(3-dimethylaminopropyl) carbodiimide hydrochloride), N1CC(CC1)C=1C=NC=CC1 (3-(pyrrolidin-3-yl)pyridine). Solvent: CN1C(CCC1)=O (N-methylpyrrolidinone), O (water). Reaction conditions: time 4 day. The product is ClC1=CC=C(C=C1)C1=C(C=NO1)C(=O)N1CC(CC1)C=1C=NC=CC1 ((5-(4-Chlorophenyl)isoxazol-4-yl)(3-(pyridin-3-yl)pyrrolidin-1-yl)methanone). Reaction SMILES: [NH:1]1[CH2:5][CH2:4][CH:3]([C:6]2[CH:7]=[N:8][CH:9]=[CH:10][CH:11]=2)[CH2:2]1.[Cl:12][C:13]1[CH:18]=[CH:17][C:16]([C:19]2[O:23][N:22]=[CH:21][C:20]=2[C:24](O)=[O:25])=[CH:15][CH:14]=1.ON1C2C=CC=CC=2N=N1.Cl.C(N=C=NCCCN(C)C)C>CN1CCCC1=O.O>[Cl:12][C:13]1[CH:14]=[CH:15][C:16]([C:19]2[O:23][N:22]=[CH:21][C:20]=2[C:24]([N:1]2[CH2:5][CH2:4][CH:3]([C:6]3[CH:7]=[N:8][CH:9]=[CH:10][CH:11]=3)[CH2:2]2)=[O:25])=[CH:17][CH:18]=1 |f:3.4|. Procedure details: To a 150 mL round-bottomed flask equipped with magnetic stirring was added 3-(pyrrolidin-3-yl)pyridine (1.0 g, 6.7 mmol, source: ASDI Inc.) in 25 mL of N-methylpyrrolidinone (NMP). To this solution was added 5-(4-chlorophenyl)isoxazole-4-carboxylic acid (1.6 g, 7.1 mmol, source: CiVentiChem), 1-hydroxybenzotriazole (1.0 g, 7.4 mmol), and 1-ethyl-3-(3-dimethylaminopropyl) carbodiimide hydrochloride (1.6 g, 8.1 mmol), and the mixture was stirred at ambient temp. After ca. 4 days, water was added (... Starting materials: CC(C)(C)OC(=O)N1CCOC(C(=O)O)C1, CC(C)N1CC(=O)N(C)c2cnc(Nc3cc(N)cc(S(C)(=O)=O)c3)nc21. The product is CC(C)N1CC(=O)N(C)c2cnc(Nc3cc(NC(=O)C4CN(C(=O)OC(C)(C)C)CCO4)cc(S(C)(=O)=O)c3)nc21. RXN SMILES: [C:1]([CH3:2])([CH3:3])([CH3:4])[O:5][C:6](=[O:7])[N:8]1[CH2:9][CH:10]([C:14](=[O:15])[OH:16])[O:11][CH2:12][CH2:13]1.[NH2:17][c:18]1[cH:19][c:20]([NH:28][c:29]2[n:30][c:31]3[c:36]([cH:37][n:38]2)[N:35]([CH3:39])[C:34](=[O:40])[CH2:33][N:32]3[CH:41]([CH3:42])[CH3:43])[cH:21][c:22]([S:24](=[O:25])(=[O:26])[CH3:27])[cH:23]1>>[C:1]([CH3:2])([CH3:3])([CH3:4])[O:5][C:6](=[O:7])[N:8]1[CH2:9][CH:10]([C:14](=[O:16])[NH:17][c:18]2[cH:19][c:20]([NH:28][c:29]3[n:30][c:31]4[c:36]([cH:37][n:38]3)[N:35]([CH3:39])[C:34](=[O:40])[CH2:33][N:32]4[CH:41]([CH3:42])[CH3:43])[cH:21][c:22]([S:24](=[O:25])(=[O:26])[CH3:27])[cH:23]2)[O:11][CH2:12][CH2:13]1. Reactants: O=C(O)C(=O)Cc1ccc(Br)cc1[N+](=O)[O-], Cl, [Na+], [OH-], O, OO. The product is O=C(O)Cc1ccc(Br)cc1[N+](=O)[O-]. RXN SMILES: [Br:3][c:4]1[cH:5][c:6]([N+:16](=[O:17])[O-:18])[c:7]([CH2:10][C:11]([C:12]([OH:13])=[O:14])=[O:15])[cH:8][cH:9]1.[ClH:21].[Na+:20].[OH-:19].[OH2:22].[OH:1][OH:2]>>[O:1]=[C:11]([CH2:10][c:7]1[c:6]([N+:16](=[O:17])[O-:18])[cH:5][c:4]([Br:3])[cH:9][cH:8]1)[OH:15]. Starting materials: CCO, CC(=O)[O-], ClCCl, Cl, NO, [Na+], O=C1CCOCC1, O=C(Cl)c1ccc2nonc2c1. Product: O=C(NC1CCOCC1)c1ccc2nonc2c1. Reaction SMILES: [CH3:28][CH2:29][OH:30].[CH3:5][C:6](=[O:7])[O-:8].[Cl:31][CH2:32][Cl:33].[ClH:1].[NH2:2][OH:3].[Na+:4].[O:9]1[CH2:10][CH2:11][C:12](=[O:15])[CH2:13][CH2:14]1.[n:16]1[o:17][n:18][c:19]2[c:20]1[cH:21][cH:22][c:23]([C:25](=[O:26])[Cl:27])[cH:24]2>>[NH:2]([CH:12]1[CH2:11][CH2:10][O:9][CH2:14][CH2:13]1)[C:25]([c:23]1[cH:22][cH:21][c:20]2[n:16][o:17][n:18][c:19]2[cH:24]1)=[O:26]. Reactants: C(C)(=O)O (acetic acid), C(#N)[BH3-].[Na+] (Sodium cyanoborohydride), NC1=C(C=CC=C1)NCC(C)(C)S (2-Amino-1-(2 -mercapto-2-methylpropylamino)benzene), C(C#C)SC(C=O)(C)C (2-(2-propynylthio)-2-methylpropanal). Run in CO (methanol). Run at temperature 21 celsius, time 17 hour. The product is SC(CNC1=C(C=CC=C1)NCC(C)(C)SCC#C)(C)C (2-(2-mercapto-2-methyl-propylamino)-1-[2-(2-propynylthio)-2-methylpropylamino]-benzene). The yield is 74.8%. Reaction SMILES: [NH2:1][C:2]1[CH:7]=[CH:6][CH:5]=[CH:4][C:3]=1[NH:8][CH2:9][C:10]([SH:13])([CH3:12])[CH3:11].[CH2:14]([S:17][C:18]([CH3:22])([CH3:21])[CH:19]=O)[C:15]#[CH:16].C(O)(=O)C.C([BH3-])#N.[Na+]>CO>[SH:13][C:10]([CH3:11])([CH3:12])[CH2:9][NH:8][C:3]1[CH:4]=[CH:5][CH:6]=[CH:7][C:2]=1[NH:1][CH2:19][C:18]([S:17][CH2:14][C:15]#[CH:16])([CH3:22])[CH3:21] |f:3.4|. Procedure details: 2-Amino-1-(2 -mercapto-2-methylpropylamino)benzene (5.59 g, 2.85×10-2 mol) and 2-(2-propynylthio)-2-methylpropanal (6.07 g, 4.28×10-2 mol, 150 M%) were mixed, then 125 ml methanol and 5.27 ml (5.7×10-2 mol, 200 M%) acetic acid were added and solids were allowed to dissolve. Sodium cyanoborohydride (5.39 g, 8.56×10-2 mol, 300 M%) was added to the reaction solution in three equal portions. The reaction was stirred at 21° C. for 17 hr, then quenched with 100 ml 0.5 M HCl, stirred for 15 min, and th... Reactants: O (water), potassium tert.-butylate, S(=O)(=O)([O-])C1=CC=C(C)C=C1 (tosylate), ClC1=C(OC(C(C(C)(C)C)O)OC2=C(C=C(C=C2)Cl)Cl)C=CC(=C1)Cl (1,1-bis-(2,4-dichlorophenoxy)-3,3-dimethylbutan-2-ol). Solvent: CS(=O)C (dimethylsulfoxide). Conditions: time 30 minute. Product: ClC1=C(OC(=CC(C)(C)C)OC2=C(C=C(C=C2)Cl)Cl)C=CC(=C1)Cl (1,1-bis-(2,4-Dichlorophenoxy)-3,3-dimethylbut-1-ene). As a reaction SMILES: S(C1C=CC(C)=CC=1)([O-])(=O)=O.[Cl:12][C:13]1[CH:35]=[C:34]([Cl:36])[CH:33]=[CH:32][C:14]=1[O:15][CH:16]([O:23][C:24]1[CH:29]=[CH:28][C:27]([Cl:30])=[CH:26][C:25]=1[Cl:31])[CH:17](O)[C:18]([CH3:21])([CH3:20])[CH3:19].O>CS(C)=O>[Cl:12][C:13]1[CH:35]=[C:34]([Cl:36])[CH:33]=[CH:32][C:14]=1[O:15][C:16]([O:23][C:24]1[CH:29]=[CH:28][C:27]([Cl:30])=[CH:26][C:25]=1[Cl:31])=[CH:17][C:18]([CH3:20])([CH3:21])[CH3:19]. Procedure: An equimolar amount of potassium tert.-butylate is added to 54.6 g (0.1 mole) of the tosylate of 1,1-bis-(2,4-dichlorophenoxy)-3,3-dimethylbutan-2-ol in 200 ml of dry dimethylsulfoxide. The mixture is stirred for 30 minutes at room temperature, after which it is hydrolyzed with water and then extracted twice with the same volume of ethyl acetate, the organic phase is dried and the solvent is distilled off under reduced pressure.